From a dataset of the Open Reaction Database (ORD), a public repository of structured organic reaction records. describe an organic reaction: reactants, conditions, products, and yield The reactants are saturated solution, C(\C=C\C(=O)O)(=O)O (fumaric acid), ClC=1C=C(C=CC1Cl)C=1N(C=CC1)CCNC(C)=O (N-[2-[2-(3,4-Dichlorophenyl)-pyrrol-1-yl]ethyl]-acetamide), P(=O)(Cl)(Cl)Cl (phosphorus oxychloride), [OH-].[Na+] (sodium hydroxide), [OH-].[Na+] (sodium hydroxide). The solvent is C(C)O (ethanol), O (water). Run at time 1 hour. Yields the product C(\C=C\C(=O)O)(=O)O.ClC=1C=C(C=CC1Cl)C1=CC=C2N1CCN=C2C (6-(3,4-dichlorophenyl)-3,4-dihydro-1-methylpyrrolo[1,2-a]pyrazine fumarate). The yield is 65.0%. Reaction SMILES: [Cl:1][C:2]1[CH:3]=[C:4]([C:9]2[N:10]([CH2:14][CH2:15][NH:16][C:17](=O)[CH3:18])[CH:11]=[CH:12][CH:13]=2)[CH:5]=[CH:6][C:7]=1[Cl:8].P(Cl)(Cl)(Cl)=O.[OH-].[Na+].[C:27]([OH:34])(=[O:33])/[CH:28]=[CH:29]/[C:30]([OH:32])=[O:31]>O.C(O)C>[C:27]([OH:34])(=[O:33])/[CH:28]=[CH:29]/[C:30]([OH:32])=[O:31].[Cl:1][C:2]1[CH:3]=[C:4]([C:9]2[N:10]3[CH2:14][CH2:15][N:16]=[C:17]([CH3:18])[C:11]3=[CH:12][CH:13]=2)[CH:5]=[CH:6][C:7]=1[Cl:8] |f:2.3,7.8|. Procedure details: N-[2-[2-(3,4-Dichlorophenyl)-pyrrol-1-yl]ethyl]-acetamide (4.6 g) was treated with 25 ml of phosphorus oxychloride under argon and boiled for 1 hour while stirring. The reaction mixture was hydrolyzed at 0° C. with 70 ml of 2N sodium hydroxide solution and 120 ml of 28% sodium hydroxide solution, diluted with 1400 ml of water and extracted with methylene chloride (1×500 ml, 2×250 ml). The organic extracts were combined, dried with MgSO4 and freed from solvent. 2.0 g of a total of 3.8 g of crude ... The reactants are OC1=CC(=NN1C1=CC=CC=C1)C(=O)OCC (ethyl 5-hydroxy-1-phenyl-1H-pyrazole-3-carboxylate), O(Br)Br.[P] (phosphorus oxy bromide), CN(C)C=O (DMF), O(Br)Br.[P] (Phosphorus oxy bromide). Run in ClCCCl (DCE). Run at temperature 90 celsius. Product: BrC1=C(C(=NN1C1=CC=CC=C1)C(=O)OCC)C=O (Ethyl 5-bromo-4-formyl-1-phenyl-1H-pyrazole-3-carboxylate). RXN SMILES: O[C:2]1[N:6]([C:7]2[CH:12]=[CH:11][CH:10]=[CH:9][CH:8]=2)[N:5]=[C:4]([C:13]([O:15][CH2:16][CH3:17])=[O:14])[CH:3]=1.O(Br)[Br:19].[P].CN([CH:25]=[O:26])C>ClCCCl>[Br:19][C:2]1[N:6]([C:7]2[CH:12]=[CH:11][CH:10]=[CH:9][CH:8]=2)[N:5]=[C:4]([C:13]([O:15][CH2:16][CH3:17])=[O:14])[C:3]=1[CH:25]=[O:26] |f:1.2|. Procedure: To a solution of ethyl 5-hydroxy-1-phenyl-1H-pyrazole-3-carboxylate (6.47 g, 27.52 mmol) in DCE (70 mL) is added phosphorus oxy bromide (13.86 g, 48.16 mmol) and DMF (4 mL, 51.46 mmol). The reaction mixture is refluxed at 90° C. for 3 h. Phosphorus oxy bromide (34.8 g, 121.38 mmol) is added again and the reaction mixture is refluxed at 90° C. for 20 h. The reaction mixture is poured over ice and extracted with DCM twice. The organic layer is dried over Na2SO4 and concentrated. The crude is purif...